This data is from the Open Reaction Database (ORD), a public repository of structured organic reaction records. The task is: describe an organic reaction: reactants, conditions, products, and yield The solvent is CO (methanol). Product: FC1=CC(=C(C=C1)OS(=O)(=O)C)CO (methanesulfonic acid 4-fluoro-2-hydroxymethyl-phenyl ester). RXN SMILES: [F:1][C:2]1[CH:7]=[CH:6][C:5]([O:8][S:9]([CH3:12])(=[O:11])=[O:10])=[C:4]([CH:13]=[O:14])[CH:3]=1.[BH4-].[Na+]>CO>[F:1][C:2]1[CH:7]=[CH:6][C:5]([O:8][S:9]([CH3:12])(=[O:11])=[O:10])=[C:4]([CH2:13][OH:14])[CH:3]=1 |f:1.2|. Isolated yield 96.3%. Starting materials: FC1=CC(=C(C=C1)OS(=O)(=O)C)C=O (methanesulfonic acid 4-fluoro-2-formyl-phenyl ester), [BH4-].[Na+] (sodium borohydride). Run at time 10 minute. Procedure: To a mixture of 0.760 g (3.49 mmole) of methanesulfonic acid 4-fluoro-2-formyl-phenyl ester and 10 mL of methanol at 0 degrees was added, portionwise over 10 minutes, 0.200 g (5.4 mmole) of sodium borohydride. The mixture was stirred at 0 degrees for 10 minutes and then concentrated under reduced pressure. The residue was partitioned between 50 mL of ethyl acetate and 50 mL of water while 1 M hydrochloric acid was carefully added. The mixture was stirred at room temperature until gas evolution c... Starting materials: NC1=CC2=C(N=C(S2)CCCC#N)C=C1 (4-(6-amino-1,3-benzothiazol-2-yl)butane nitrile), N(=O)OCCC(C)C (isoamyl nitrite), ICI (diiodomethane). Reagents/catalysts: [Cu]I (copper (I) iodide). Solvent: O1CCCC1 (tetrahydrofuran). The product is IC1=CC2=C(N=C(S2)CCCC#N)C=C1 (4-(6-Iodo-1,3-benzothiazol-2-yl)butane nitrile). As a reaction SMILES: N[C:2]1[CH:15]=[CH:14][C:5]2[N:6]=[C:7]([CH2:9][CH2:10][CH2:11][C:12]#[N:13])[S:8][C:4]=2[CH:3]=1.N(OCCC(C)C)=O.[I:24]CI>O1CCCC1.[Cu]I>[I:24][C:2]1[CH:15]=[CH:14][C:5]2[N:6]=[C:7]([CH2:9][CH2:10][CH2:11][C:12]#[N:13])[S:8][C:4]=2[CH:3]=1. Procedure details: 1.1 g of 4-(6-amino-1,3-benzothiazol-2-yl)butane nitrile synthesized according to a method described in JP-A 5–194440, 2 mL isoamyl nitrite, 0.96 g of copper (I) iodide and 2 mL diiodomethane were heated in tetrahydrofuran at 80° C. for 1 hour. After the solvent was removed, the residue was purified by NH silica gel column to give 888 mg of the title compound as colorless crystals. Reactants: CN(CCCCN=C=NCC)C ((4-dimethylamino-butyl)-ethyl-carbodiimide), C(C)(C)(C)OC(=O)N1CC2=CC=CC=C2CC1C(=O)O (3,4-Dihydro-1H-isoquinoline-2,3-dicarboxylic acid-2-tertbutyl ester), NCC(=O)C1=CC=CC=C1 (2-amino-1phenyl-ethanone), ON1N=NC2=C1C=CC=C2 (HOBT), CN1CCOCC1 (NMM). Solvent: ClCCl (dichloromethane). Run at temperature 0 celsius. Product: C(C)(C)(C)OC(=O)N1CC2=CC=CC=C2CC1C(NCC(C1=CC=CC=C1)=O)=O (3-(2-oxo-2-phenyl-ethylcarbamoyl)-3,4-dihydro-1H-isoquinoline-2-carboxylic acid tert butyl ester). Reaction SMILES: [C:1]([O:5][C:6]([N:8]1[CH:17]([C:18](O)=[O:19])[CH2:16][C:15]2[C:10](=[CH:11][CH:12]=[CH:13][CH:14]=2)[CH2:9]1)=[O:7])([CH3:4])([CH3:3])[CH3:2].[NH2:21][CH2:22][C:23]([C:25]1[CH:30]=[CH:29][CH:28]=[CH:27][CH:26]=1)=[O:24].ON1C2C=CC=CC=2N=N1.CN(C)CCCCN=C=NCC.CN1CCOCC1>ClCCl>[C:1]([O:5][C:6]([N:8]1[CH:17]([C:18](=[O:19])[NH:21][CH2:22][C:23](=[O:24])[C:25]2[CH:30]=[CH:29][CH:28]=[CH:27][CH:26]=2)[CH2:16][C:15]2[C:10](=[CH:11][CH:12]=[CH:13][CH:14]=2)[CH2:9]1)=[O:7])([CH3:2])([CH3:4])[CH3:3]. Procedure: 3,4-Dihydro-1H-isoquinoline-2,3-dicarboxylic acid-2-tertbutyl ester (2.77 g, 10 mmol) and 2-amino-1phenyl-ethanone (1.71 g, 10 mmol), and HOBT (1-hydroxybenzo-triazole) (2.70 g, 20 mmol) were dissolved in dichloromethane (100 ml). The solution was cooled to 0° C. and then (4-dimethylamino-butyl)-ethyl-carbodiimide (2.29 g, 12 mmol) was added followed by NMM (N-methyl-morpholine) (1.31 g, 13 mmol). The reaction mixture was then warmed to room temperature. After 72 hours the reaction mixture was e... Starting materials: BrC1=CC=C(OCCOC2=CC=CC=C2)C=C1 (1-(4-bromophenoxy)-2-phenoxyethane), C(C)#N (acetonitrile), ClCCl (dichloromethane), BrC1=CC(=C(OCCOC)C(=C1)C)C (1-(4-bromo-2,6-dimethylphenoxy)-2-methoxyethane). The solvent is [OH-].[Na+] (sodium hydroxide). Product: O(C1=CC=CC=C1)CCOC1=CC=C(C=C1)C#CC1(CN2CCC1CC2)O (3-[2-(4-{2-phenoxyethoxy}phenyl)ethynyl]quinuclidin-3-ol). Isolated yield 18.0%. Reaction SMILES: Br[C:2]1[CH:17]=[CH:16][C:5]([O:6][CH2:7][CH2:8][O:9][C:10]2[CH:15]=[CH:14][CH:13]=[CH:12][CH:11]=2)=[CH:4][CH:3]=1.Br[C:19]1[CH:29]=[C:28]([CH3:30])[C:22]([O:23]CCOC)=[C:21]([CH3:31])C=1.[C:32](#[N:34])C.Cl[CH2:36]Cl>[OH-].[Na+]>[O:9]([CH2:8][CH2:7][O:6][C:5]1[CH:16]=[CH:17][C:2]([C:31]#[C:21][C:22]2([OH:23])[CH:28]3[CH2:29][CH2:19][N:34]([CH2:32][CH2:30]3)[CH2:36]2)=[CH:3][CH:4]=1)[C:10]1[CH:15]=[CH:14][CH:13]=[CH:12][CH:11]=1 |f:4.5|. Procedure details: Using a similar procedure to that described in Example 10, but using 1-(4-bromophenoxy)-2-phenoxyethane as starting material in place of 1-(4-bromo-2,6-dimethylphenoxy)-2-methoxyethane and extracting the aqueous mixture obtained after diluting the reaction mixture with 2M aqueous sodium hydroxide with dichloromethane instead of diethyl ether, there was obtained 3-[2-(4-{2-phenoxyethoxy}phenyl)ethynyl]quinuclidin-3-ol (18% yield) as a solid, m.p. 207-208° C. (after recrystallisation from acetonit... Reactants: C(=O)([O-])[O-].[K+].[K+] (K2CO3), CC1=CC=CC(=N1)CC(=O)C=1C=C2N=CC=NC2=CC1 (6-(2-[6-methylpyridin-2-yl]-acetyl)quinoxaline), ice water, Br (HBr). Run in CS(=O)C (DMSO). Conditions: temperature 75 celsius. Yields the product CC1=CC=CC(=N1)C(C(=O)C=1C=C2N=CC=NC2=CC1)=O (6-[2-(6-Methylpyridin-2-yl)-2-oxo-acetyl]quinoxaline). Isolated yield 86.0%. As a reaction SMILES: [CH3:1][C:2]1[N:7]=[C:6]([CH2:8][C:9]([C:11]2[CH:12]=[C:13]3[C:18](=[CH:19][CH:20]=2)[N:17]=[CH:16][CH:15]=[N:14]3)=[O:10])[CH:5]=[CH:4][CH:3]=1.Br.C([O-])([O-])=[O:23].[K+].[K+]>CS(C)=O>[CH3:1][C:2]1[N:7]=[C:6]([C:8](=[O:23])[C:9]([C:11]2[CH:12]=[C:13]3[C:18](=[CH:19][CH:20]=2)[N:17]=[CH:16][CH:15]=[N:14]3)=[O:10])[CH:5]=[CH:4][CH:3]=1 |f:2.3.4|. Procedure: A stirred suspension of 6-(2-[6-methylpyridin-2-yl]-acetyl)quinoxaline (1.65 g, 6.3 mmole) in dry DMSO (50 ml) was heated to 70-80° C. (forming a yellow solution) and treated dropwise with aq. HBr (48%, 6 ml). After 2 h the solution was cooled, poured over ice-water and brought to pH 10 with K2CO3. Extraction with EtOAc (3×), drying over Na2SO4, filtration and concentration to dryness in vacuo gave the title compound as a crimson oil (1.5 g, 86%). m/z [ESMS]: 278 [M+H]+. The reactants are compound A, C(C1=CC=CC=C1)OCC(=O)NCC(=O)C=1C=C2C3=C(N(C2=CC1)C)N(C(C(=C3)C3=C(C=C(C=C3)Cl)Cl)=O)C (2-benzyloxy-N-{2-[3-(2,4-dichlorophenyl)-1,9-dimethyl-2-oxo-2,9-dihydro-1H-pyrido[2,3-b]indol-6-yl]-2-oxoethyl}acetamide), O (H2O), CCOC(=O)C (EtOAc). Solvent: OS(=O)(=O)O (H2SO4). Yields the product ClC1=C(C=CC(=C1)Cl)C1=CC2=C(N(C3=CC=C(C=C23)C2=CN=C(O2)CO)C)N(C1=O)C (3-(2,4-Dichlorophenyl)-6-(2-hydroxymethyloxazol-5-yl)-1,9-dimethyl-1,9-dihydropyrido[2,3-b]indol-2-one). Reaction SMILES: C([O:8][CH2:9][C:10]([NH:12][CH2:13][C:14]([C:16]1[CH:17]=[C:18]2[C:22](=[CH:23][CH:24]=1)[N:21]([CH3:25])[C:20]1[N:26]([CH3:39])[C:27](=[O:38])[C:28]([C:30]3[CH:35]=[CH:34][C:33]([Cl:36])=[CH:32][C:31]=3[Cl:37])=[CH:29][C:19]2=1)=O)=[O:11])C1C=CC=CC=1.O.CCOC(C)=O>OS(O)(=O)=O>[Cl:37][C:31]1[CH:32]=[C:33]([Cl:36])[CH:34]=[CH:35][C:30]=1[C:28]1[C:27](=[O:38])[N:26]([CH3:39])[C:20]2[N:21]([CH3:25])[C:22]3[C:18]([C:19]=2[CH:29]=1)=[CH:17][C:16]([C:14]1[O:11][C:10]([CH2:9][OH:8])=[N:12][CH:13]=1)=[CH:24][CH:23]=3. Reported procedure: A solution of compound A 2-benzyloxy-N-{2-[3-(2,4-dichlorophenyl)-1,9-dimethyl-2-oxo-2,9-dihydro-1H-pyrido[2,3-b]indol-6-yl]-2-oxoethyl}acetamide (454 mg, 0.81 mmol) in 2 ml of H2SO4 is stirred at ambient temperature for 20 h. A mixture of H2O and EtOAc is added, the green solid obtained is filtered off, the filtrate is taken up and extracted with EtOAc, and these combined organic phases are concentrated with the precipitate without drying. The product is adsorbed onto silica with a minimum amou... Starting materials: O(C1=CC=CC=C1)CC(C)=O (phenoxy-2-propanone), C[Mg]Br (methylmagnesium bromide), [Cl-].[NH4+] (ammonium chloride). The solvent is C(C)OCC (ethyl ether). Conditions: time 4 hour. Product: CC(COC1=CC=CC=C1)(O)C (1,1-Dimethyl-2-phenoxyethanol). The yield is 91.4%. RXN SMILES: [O:1]([CH2:8][C:9](=[O:11])[CH3:10])[C:2]1[CH:7]=[CH:6][CH:5]=[CH:4][CH:3]=1.[CH3:12][Mg]Br.[Cl-].[NH4+]>C(OCC)C>[CH3:10][C:9]([CH3:12])([OH:11])[CH2:8][O:1][C:2]1[CH:7]=[CH:6][CH:5]=[CH:4][CH:3]=1 |f:2.3|. Reported procedure: To a stirred solution of 24.2 g (0.16 mole) of phenoxy-2-propanone (Eastman) in 150 mL of dry ethyl ether was added 56 ml (0.17 mole) of methylmagnesium bromide (3.0M solution in ethyl ether, Aldrich) and the reaction mixture was stirred at ambient temperature under a nitrogen atmosphere for 4 hr. The reaction mixture was treated with 100 ml of saturated ammonium chloride solution and vigorously stirred for 1 hr. The layers were separated and the organic layer was washed twice with 200 ml portio... Reactants: COc1ccc(S(=O)(=O)n2c(=O)n(C(C(=O)N3CCC(NC4CCN(C(=O)OC(C)(C)C)CC4)CC3)c3ccccc3)c3cc(C#N)ccc32)cc1, ClCCl, O=C(O)C(F)(F)F. Yields the product COc1ccc(S(=O)(=O)n2c(=O)n(C(C(=O)N3CCC(NC4CCNCC4)CC3)c3ccccc3)c3cc(C#N)ccc32)cc1. As a reaction SMILES: [C:1]([O:2][C:3](=[O:4])[N:8]1[CH2:9][CH2:10][CH:11]([NH:14][CH:15]2[CH2:16][CH2:17][N:18]([C:21]([CH:22]([c:23]3[cH:24][cH:25][cH:26][cH:27][cH:28]3)[n:29]3[c:30](=[O:51])[n:31]([S:40](=[O:41])(=[O:42])[c:43]4[cH:44][cH:45][c:46]([O:49][CH3:50])[cH:47][cH:48]4)[c:32]4[c:33]3[cH:34][c:35]([C:38]#[N:39])[cH:36][cH:37]4)=[O:52])[CH2:19][CH2:20]2)[CH2:12][CH2:13]1)([CH3:5])([CH3:6])[CH3:7].[Cl:60][CH2:61][Cl:62].[OH:53][C:54]([C:55]([F:56])([F:57])[F:58])=[O:59]>>[NH:8]1[CH2:9][CH2:10][CH:11]([NH:14][CH:15]2[CH2:16][CH2:17][N:18]([C:21]([CH:22]([c:23]3[cH:24][cH:25][cH:26][cH:27][cH:28]3)[n:29]3[c:30](=[O:51])[n:31]([S:40](=[O:41])(=[O:42])[c:43]4[cH:44][cH:45][c:46]([O:49][CH3:50])[cH:47][cH:48]4)[c:32]4[c:33]3[cH:34][c:35]([C:38]#[N:39])[cH:36][cH:37]4)=[O:52])[CH2:19][CH2:20]2)[CH2:12][CH2:13]1. Reactants: NC1=NC=2C=CC=CC2C2=C1N=CN2CC(CC(C)=O)(C)C (5-(4-amino-1H-imidazo[4,5-c]quinolin-1-yl)-4,4-dimethylpentan-2-one), Cl.CON (O-methylhydroxylamine hydrochloride). Yields the product CON=C(C)CC(CN1C=NC=2C(=NC=3C=CC=CC3C21)N)(C)C (5-(4-amino-1H-imidazo[4,5-c]quinolin-1-yl)-4,4-dimethylpentan-2-one O-methyloxime). RXN SMILES: [NH2:1][C:2]1[C:11]2[N:12]=[CH:13][N:14]([CH2:15][C:16]([CH3:22])([CH3:21])[CH2:17][C:18](=O)[CH3:19])[C:10]=2[C:9]2[CH:8]=[CH:7][CH:6]=[CH:5][C:4]=2[N:3]=1.Cl.[CH3:24][O:25][NH2:26]>>[CH3:24][O:25][N:26]=[C:18]([CH2:17][C:16]([CH3:22])([CH3:21])[CH2:15][N:14]1[C:10]2[C:9]3[CH:8]=[CH:7][CH:6]=[CH:5][C:4]=3[N:3]=[C:2]([NH2:1])[C:11]=2[N:12]=[CH:13]1)[CH3:19] |f:1.2|. Procedure: By the general method described in Part F of Example 30, 5-(4-amino-1H-imidazo[4,5-c]quinolin-1-yl)-4,4-dimethylpentan-2-one was reacted with O-methylhydroxylamine hydrochloride to provide 5-(4-amino-1H-imidazo[4,5-c]quinolin-1-yl)-4,4-dimethylpentan-2-one O-methyloxime as about a 2.9 to 1 mixture of E and Z isomers as a tan solid after recrystallization from aqueous methanol, mp 148-150° C.